This data is from the Open Reaction Database (ORD), a public repository of structured organic reaction records. The task is: describe an organic reaction: reactants, conditions, products, and yield The reactants are C1CCOC1, COc1ccc(N(C=O)CC23CCCN2CCC3)c2ccccc12. Product: COc1ccc(N(C)CC23CCCN2CCC3)c2ccccc12. RXN SMILES: [CH2:25]1[O:26][CH2:27][CH2:28][CH2:29]1.[N:1]12[CH2:2][CH2:3][CH2:4][C:5]1([CH2:9][N:10]([CH:11]=[O:12])[c:13]1[cH:14][cH:15][c:16]([O:23][CH3:24])[c:17]3[cH:18][cH:19][cH:20][cH:21][c:22]13)[CH2:6][CH2:7][CH2:8]2>>[N:1]12[CH2:2][CH2:3][CH2:4][C:5]1([CH2:9][N:10]([CH3:11])[c:13]1[cH:14][cH:15][c:16]([O:23][CH3:24])[c:17]3[cH:18][cH:19][cH:20][cH:21][c:22]13)[CH2:6][CH2:7][CH2:8]2. Reactants: CC(=O)[O-], CCO, COc1cccc2c(C=O)cn(CC3CCCCC3)c12, Cl, NO, [Na+], O. The product is COc1cccc2c(C=NO)cn(CC3CCCCC3)c12. Reaction SMILES: [CH3:25][C:26](=[O:27])[O-:28].[CH3:29][CH2:30][OH:31].[CH:1]1([CH2:7][n:8]2[cH:9][c:10]([CH:19]=[O:20])[c:11]3[cH:12][cH:13][cH:14][c:15]([O:17][CH3:18])[c:16]23)[CH2:2][CH2:3][CH2:4][CH2:5][CH2:6]1.[ClH:21].[NH2:22][OH:23].[Na+:24].[OH2:32]>>[CH:1]1([CH2:7][n:8]2[cH:9][c:10]([CH:19]=[N:22][OH:23])[c:11]3[cH:12][cH:13][cH:14][c:15]([O:17][CH3:18])[c:16]23)[CH2:2][CH2:3][CH2:4][CH2:5][CH2:6]1. Reactants: [BH4-], CC(C)=O, CO, O=C(CC1CCN(Cc2ncc[nH]c2=O)CC1)c1ccccc1F, [Na+]. The product is O=c1[nH]ccnc1CN1CCC(CC(O)c2ccccc2F)CC1. Reaction SMILES: [BH4-:25].[CH3:27][C:28](=[O:29])[CH3:30].[CH3:31][OH:32].[F:1][c:2]1[c:3]([C:8]([CH2:9][CH:10]2[CH2:11][CH2:12][N:13]([CH2:16][c:17]3[c:18](=[O:23])[nH:19][cH:20][cH:21][n:22]3)[CH2:14][CH2:15]2)=[O:24])[cH:4][cH:5][cH:6][cH:7]1.[Na+:26]>>[F:1][c:2]1[c:3]([CH:8]([CH2:9][CH:10]2[CH2:11][CH2:12][N:13]([CH2:16][c:17]3[c:18](=[O:23])[nH:19][cH:20][cH:21][n:22]3)[CH2:14][CH2:15]2)[OH:24])[cH:4][cH:5][cH:6][cH:7]1. Starting materials: C(C1=CC=CC=C1)C1=C(N=C(O1)C1=C(C=CC(=C1)F)F)C=O (5-benzyl-2-(2,5-difluorophenyl)oxazole-4-carbaldehyde), CC(C)(C)S(=O)N ((±)-2-methylpropane-2-sulfinamide), Ti(OEt)4. Solvent: C1CCOC1 (THF), [Cl-].[Na+].O (brine), CCOC(=O)C (EtOAc). Run at time 4 hour. Product: C(C1=CC=CC=C1)C1=C(N=C(O1)C1=C(C=CC(=C1)F)F)C=NS(=O)C(C)(C)C ((±)—N-((5-benzyl-2-(2,5-difluorophenyl)oxazol-4-yl)methylene)-2-methylpropane-2-sulfinamide). Reaction SMILES: [CH2:1]([C:8]1[O:12][C:11]([C:13]2[CH:18]=[C:17]([F:19])[CH:16]=[CH:15][C:14]=2[F:20])=[N:10][C:9]=1[CH:21]=O)[C:2]1[CH:7]=[CH:6][CH:5]=[CH:4][CH:3]=1.[CH3:23][C:24]([S:27]([NH2:29])=[O:28])([CH3:26])[CH3:25]>C1COCC1.[Cl-].[Na+].O.CCOC(C)=O>[CH2:1]([C:8]1[O:12][C:11]([C:13]2[CH:18]=[C:17]([F:19])[CH:16]=[CH:15][C:14]=2[F:20])=[N:10][C:9]=1[CH:21]=[N:29][S:27]([C:24]([CH3:26])([CH3:25])[CH3:23])=[O:28])[C:2]1[CH:7]=[CH:6][CH:5]=[CH:4][CH:3]=1 |f:3.4.5|. Reported procedure: To a solution of 5-benzyl-2-(2,5-difluorophenyl)oxazole-4-carbaldehyde (898 mg, 3.0 mmol) in THF (30.0 mL) was added (±)-2-methylpropane-2-sulfinamide (364 mg, 3.0 mmol), and Ti(OEt)4 (1.37 mL, 6.6 mmol). The reaction mixture was stirred for 4 h at room temperature. The reaction mixture was diluted with brine (30 mL) and EtOAc (60 mL) followed by addition of Celite®. Then, the mixture was vigorously stirred for 1 h, and filtered. The filtrate was extracted by EtOAc. The organic layers was washed... Starting materials: Cl.ClC1=C(C(C2=C(C=CC=C2)Cl)OC2CNC2)C=CC=C1 (3-(2,2′-dichlorobenzhydryloxy)azetidine hydrochloride), [N-]=C=O (isocyanate), ClC1=C(C(C2=C(C=CC=C2)Cl)OC2CN(C2)C(=O)NC(C)(C)C)C=CC=C1 (3-(2,2′-dichlorobenzhydryloxy)-N-(tert-butyl)azetidine-1-carboxamide). Yields the product ClC1=C(C(C2=C(C=CC=C2)Cl)OC2CN(C2)C(=O)NCC=C)C=CC=C1 (3-(2,2′-dichlorobenzhydryloxy)-N-(allyl)azetidine-1-carboxamide). Reaction SMILES: Cl.[Cl:2][C:3]1[CH:21]=[CH:20][CH:19]=[CH:18][C:4]=1[CH:5]([O:13][CH:14]1[CH2:17][NH:16][CH2:15]1)[C:6]1[CH:11]=[CH:10][CH:9]=[CH:8][C:7]=1[Cl:12].[N-]=C=O.ClC1C=CC=CC=1C(O[CH:37]1[CH2:40][N:39]([C:41](NC(C)(C)C)=[O:42])[CH2:38]1)C1C=CC=CC=1Cl>>[Cl:12][C:7]1[CH:8]=[CH:9][CH:10]=[CH:11][C:6]=1[CH:5]([O:13][CH:14]1[CH2:17][N:16]([C:41]([NH:39][CH2:38][CH:37]=[CH2:40])=[O:42])[CH2:15]1)[C:4]1[CH:18]=[CH:19][CH:20]=[CH:21][C:3]=1[Cl:2] |f:0.1|. Procedure: This material was prepared from 3-(2,2′-dichlorobenzhydryloxy)azetidine hydrochloride (68) and the corresponding commercially available isocyanate using the procedure described for compound (69). The reactants are C1(=CC=CC=C1)P(C1=CC=CC=C1)C1=CC=CC=C1 (triphenylphosphine), BrN1C(CCC1=O)=O (N-bromosuccinimide), CC=1C=C(C=CC1)CCCO (3-(3-methylphenyl)-1-propanol). The solvent is C(Cl)Cl (methylene chloride). Run at time 12 hour. Yields the product BrCCCC1=CC(=CC=C1)C (1-(3-bromopropyl)-3-methylbenzene). Yield: 84.4%. RXN SMILES: [CH3:1][C:2]1[CH:3]=[C:4]([CH2:8][CH2:9][CH2:10]O)[CH:5]=[CH:6][CH:7]=1.C1(P(C2C=CC=CC=2)C2C=CC=CC=2)C=CC=CC=1.[Br:31]N1C(=O)CCC1=O>C(Cl)Cl>[Br:31][CH2:10][CH2:9][CH2:8][C:4]1[CH:5]=[CH:6][CH:7]=[C:2]([CH3:1])[CH:3]=1. Procedure details: Compound 15-1 (1.88 g) was dissolved in methylene chloride (50 ml), triphenylphosphine (3.64 g) and N-bromosuccinimide (2.46 g) were added under ice-cooling, and the mixture was stirred under ice-cooling for 1 hr, and further at room temperature for 12 hr. The reaction mixture was washed with water and saturated brine, and dried over anhydrous magnesium sulfate. The solvent was evaporated under reduced pressure. Diethyl ether (100 ml) was added, and the precipitated triphenylphosphine oxide was ...